From a dataset of the Open Reaction Database (ORD), a public repository of structured organic reaction records. describe an organic reaction: reactants, conditions, products, and yield Reactants: OC1=CC=C(C=C1)SCSC1=CC=C(C=C1)O (bis(4-hydroxyphenylthio)methane), C([O-])([O-])=O.[K+].[K+] (potassium carbonate), CS(=O)(=O)Cl (methanesulfonylchloride). Solvent: CC(=O)C (acetone), ClCCl (dichloromethane). Conditions: temperature 70 celsius, time 4 hour. Yields the product CS(=O)(=O)OC1=CC=C(C=C1)SCSC1=CC=C(C=C1)OS(=O)(=O)C (bis(4-methylsulfonyloxyphenylthio)methane). The yield is 90.4%. As a reaction SMILES: [OH:1][C:2]1[CH:7]=[CH:6][C:5]([S:8][CH2:9][S:10][C:11]2[CH:16]=[CH:15][C:14]([OH:17])=[CH:13][CH:12]=2)=[CH:4][CH:3]=1.C(=O)([O-])[O-].[K+].[K+].[CH3:24][S:25](Cl)(=[O:27])=[O:26]>CC(C)=O.ClCCl>[CH3:24][S:25]([O:17][C:14]1[CH:15]=[CH:16][C:11]([S:10][CH2:9][S:8][C:5]2[CH:4]=[CH:3][C:2]([O:1][S:25]([CH3:24])(=[O:27])=[O:26])=[CH:7][CH:6]=2)=[CH:12][CH:13]=1)(=[O:27])=[O:26] |f:1.2.3|. Procedure details: In 200 g of acetone was dissolved 23 g (0.1 mol) of the bis(4-hydroxyphenylthio)methane crude product in Synthesis Example 1. To this were added 35 g (0.25 mol) of potassium carbonate and 28 g (0.24 mol) of methanesulfonylchloride. While refluxing in an oil bath at 70° C., the solution was ripened for 4 hours. After cooling, the inorganic salt was filtered and washed with 50 g of acetone. The filtrate and wash liquid combined was concentrated, yielding an oily product, which was dissolved in 150... Reactants: C1CCOC1, O=C(Cl)c1cc(C(F)(F)F)cc(C(F)(F)F)c1, O=C1OCCN(Cc2ccccc2)C1c1ccccc1. Product: O=C(OC1OCCN(Cc2ccccc2)C1c1ccccc1)c1cc(C(F)(F)F)cc(C(F)(F)F)c1. Reaction SMILES: [CH2:38]1[O:39][CH2:40][CH2:41][CH2:42]1.[F:21][C:22]([c:23]1[cH:24][c:25]([C:26](=[O:27])[Cl:28])[cH:29][c:30]([C:32]([F:33])([F:34])[F:35])[cH:31]1)([F:36])[F:37].[c:1]1([CH:7]2[C:8](=[O:20])[O:9][CH2:10][CH2:11][N:12]2[CH2:13][c:14]2[cH:15][cH:16][cH:17][cH:18][cH:19]2)[cH:2][cH:3][cH:4][cH:5][cH:6]1>>[c:1]1([CH:7]2[CH:8]([O:20][C:26]([c:25]3[cH:24][c:23]([C:22]([F:21])([F:36])[F:37])[cH:31][c:30]([C:32]([F:33])([F:34])[F:35])[cH:29]3)=[O:27])[O:9][CH2:10][CH2:11][N:12]2[CH2:13][c:14]2[cH:15][cH:16][cH:17][cH:18][cH:19]2)[cH:2][cH:3][cH:4][cH:5][cH:6]1. The reactants are C1(CCCCC1)C=1C2=C(N3CCOC4=C(C13)C=CC(=C4)O)C=C(C=C2)C(=O)OC (methyl 12-cyclohexyl-3-hydroxy-6,7-dihydro-5-oxa-7a-azadibenzo[a,e]azulene-9-carboxylate), O (water), C1(=CC=C(C=C1)S(=O)(=O)OC1CN(CCC1)C(=O)OC(C)(C)C)C (tert-butyl 3-(toluene-4-sulfonyloxy)piperidine-1-carboxylate), C([O-])([O-])=O.[K+].[K+] (potassium carbonate). Run in CN(C=O)C (N,N-dimethylformamide). Reaction conditions: temperature 60 celsius, time 8 hour. Product: C(C)(C)(C)OC(=O)N1CC(CCC1)OC1=CC2=C(C3=C(C4=C(N3CCO2)C=C(C=C4)C(=O)OC)C4CCCCC4)C=C1 (methyl 3-(1-tert-butoxycarbonylpiperidin-3-yloxy)-12-cyclohexyl-6,7-dihydro-5-oxa-7a-azadibenzo[a,e]azulene-9-carboxylate). Yield: 58.0%. Reaction SMILES: [CH:1]1([C:7]2[C:8]3[CH:25]=[CH:24][C:23]([C:26]([O:28][CH3:29])=[O:27])=[CH:22][C:9]=3[N:10]3[C:16]=2[C:15]2[CH:17]=[CH:18][C:19]([OH:21])=[CH:20][C:14]=2[O:13][CH2:12][CH2:11]3)[CH2:6][CH2:5][CH2:4][CH2:3][CH2:2]1.C1(C)C=CC(S(O[CH:40]2[CH2:45][CH2:44][CH2:43][N:42]([C:46]([O:48][C:49]([CH3:52])([CH3:51])[CH3:50])=[O:47])[CH2:41]2)(=O)=O)=CC=1.C(=O)([O-])[O-].[K+].[K+].O>CN(C)C=O>[C:49]([O:48][C:46]([N:42]1[CH2:43][CH2:44][CH2:45][CH:40]([O:21][C:19]2[CH:18]=[CH:17][C:15]3[C:16]4[N:10]([CH2:11][CH2:12][O:13][C:14]=3[CH:20]=2)[C:9]2[CH:22]=[C:23]([C:26]([O:28][CH3:29])=[O:27])[CH:24]=[CH:25][C:8]=2[C:7]=4[CH:1]2[CH2:2][CH2:3][CH2:4][CH2:5][CH2:6]2)[CH2:41]1)=[O:47])([CH3:52])([CH3:50])[CH3:51] |f:2.3.4|. Procedure: To a solution of methyl 12-cyclohexyl-3-hydroxy-6,7-dihydro-5-oxa-7a-azadibenzo[a,e]azulene-9-carboxylate (0.80 g, 2.04 mmol) in N,N-dimethylformamide (8 ml) were successively added tert-butyl 3-(toluene-4-sulfonyloxy)piperidine-1-carboxylate (1.09 g, 3.07 mmol) and potassium carbonate (0.57 g, 4.08 mmol) at room temperature, and the mixture was stirred overnight at 60° C. The reaction mixture was allowed to cool to room temperature, water was added to the reaction mixture and the mixture was ex...